From a dataset of the Open Reaction Database (ORD), a public repository of structured organic reaction records. describe an organic reaction: reactants, conditions, products, and yield Starting materials: COCC1=NC2=C(C(O1)=O)C=CC=C2C(F)(F)F (2-methoxymethyl-8-trifluoromethyl-4-H-3,1-benzoxazine-4-one), Cl (hydrochloric acid), solution, C(CCC)[Li] (butyllithium), S1C(=NC=C1)NC(C)=O (N-(2-thiazolyl)-acetamide). Run in O1CCCC1 (tetrahydrofuran), O1CCCC1 (tetrahydrofuran), CCCCCC (hexane). Conditions: temperature 0 celsius, time 10 minute. Yields the product COCC(=O)NC1=C(C=CC=C1C(F)(F)F)C(CC(=O)NC=1SC=CN1)=O (2-methoxyacetamido-β-oxo-N-(2-thiazolyl)-3-trifluoromethyl-benzene-propanamide). Yield: 67.3%. Reaction SMILES: C([Li])CCC.[S:6]1[CH:10]=[CH:9][N:8]=[C:7]1[NH:11][C:12](=[O:14])[CH3:13].[CH3:15][O:16][CH2:17][C:18]1[O:23][C:22](=[O:24])[C:21]2[CH:25]=[CH:26][CH:27]=[C:28]([C:29]([F:32])([F:31])[F:30])[C:20]=2[N:19]=1.Cl>O1CCCC1.CCCCCC>[CH3:15][O:16][CH2:17][C:18]([NH:19][C:20]1[C:28]([C:29]([F:30])([F:31])[F:32])=[CH:27][CH:26]=[CH:25][C:21]=1[C:22](=[O:24])[CH2:13][C:12]([NH:11][C:7]1[S:6][CH:10]=[CH:9][N:8]=1)=[O:14])=[O:23]. Procedure: 150 ml of a solution of 1.5 moles of butyllithium per liter of hexane were added over 20 minutes at 0° C. to a solution of 15.73 g of N-(2-thiazolyl)-acetamide in 550 ml of tetrahydrofuran and the mixture was stirred at 0° C. for 10 minutes and was cooled to -70° C. A solution of 14.4 g of the product of Step A in 165 ml of tetrahydrofuran was added at -70° C. over 15 minutes to the mixture which was then stirred at -70° C. for 30 minutes and poured into a mixture of ice and N hydrochloric acid....